This data is from the Open Reaction Database (ORD), a public repository of structured organic reaction records. The task is: describe an organic reaction: reactants, conditions, products, and yield The reactants are NC1=NC=NN2C1=C(C=C2C2CCN(CC2)C(=O)OC(C)(C)C)Br (tert-butyl 4-(4-amino-5-bromopyrrolo[2,1-f][1,2,4]triazin-7-yl)piperidine-1-carboxylate), NC1=NC=NN2C1=CC=C2CCO (2-(4-amino-pyrrolo[2,1-f][1,2,4]triazin-7-yl)-ethanol). Yields the product NC1=NC=NN2C1=C(C=C2CCO)Br (2-(4-Amino-5-bromo-pyrrolo[2,1-f][1,2,4]triazin-7-yl)-ethanol). Reaction SMILES: [NH2:1][C:2]1[C:7]2=[C:8]([Br:24])[CH:9]=[C:10]([CH:11]3CCN(C(OC(C)(C)C)=O)C[CH2:12]3)[N:6]2[N:5]=[CH:4][N:3]=1.NC1C2=CC=C(CC[OH:37])N2N=CN=1>>[NH2:1][C:2]1[C:7]2=[C:8]([Br:24])[CH:9]=[C:10]([CH2:11][CH2:12][OH:37])[N:6]2[N:5]=[CH:4][N:3]=1. Procedure details: This compound was prepared in a manner similar to the bromination procedure described for the preparation of tert-butyl 4-(4-amino-5-bromopyrrolo[2,1-f][1,2,4]triazin-7-yl)piperidine-1-carboxylate, using 2-(4-amino-pyrrolo[2,1-f][1,2,4]triazin-7-yl)-ethanol as the starting material. 1H NMR (300 MHz, DMSO-d6) δ 7.83 (s, 1H), 6.64 (s, 1H), 4.75 (t, 1H), 3.65 (q, 2H), 2.96 (t, 2H); ES-MS m/z 257.3/259.2 [M+H]+, RT (min) 0.35. Reactants: C(C(=O)C1=CC=CC=C1)Br (phenacyl bromide), C[Si](N1N=C(N=C1)S[Si](C)(C)C)(C)C (1-trimethylsilyl-3-trimethylsilylthio-1H-1,2,4-triazole), CO (methanol). Run in C(C)#N (acetonitrile), CN(P(N(C)C)(N(C)C)=O)C (hexamethylphosphoric triamide). Run at time 15 minute. Product: Br.C(C(=O)C1=CC=CC=C1)SC1=NNC=N1 (3-phenacylthio-1H-1,2,4-triazole hydrobromide). Yield: 79.4%. RXN SMILES: [CH2:1]([Br:10])[C:2]([C:4]1[CH:9]=[CH:8][CH:7]=[CH:6][CH:5]=1)=[O:3].C[Si](C)(C)[N:13]1[CH:17]=[N:16][C:15]([S:18][Si](C)(C)C)=[N:14]1.CO>C(#N)C.CN(C)P(=O)(N(C)C)N(C)C>[BrH:10].[CH2:1]([S:18][C:15]1[N:16]=[CH:17][NH:13][N:14]=1)[C:2]([C:4]1[CH:9]=[CH:8][CH:7]=[CH:6][CH:5]=1)=[O:3] |f:5.6|. Procedure details: 1.62 g (8.1 mmoles) of phenacyl bromide were added to a solution of 1.90 g (7.76 mmoles) of 1-trimethylsilyl-3-trimethylsilylthio-1H-1,2,4-triazole in 10 ml of acetonitrile and 1.55 ml of hexamethylphosphoric triamide and the reaction was complete after stirring for 15 minutes at room temperature. The precipitate formed after the addition of 4 ml of methanol was filtered off and was washed with diethyl ether and with hexane to obtain a yield of 1.85 g (79.5%) of 3-phenacylthio-1H-1,2,4-triazole ... The reactants are COC(=O)CBr, Cc1cc(O)cc(Br)c1, O=C([O-])[O-], CC#N, [Cs+], [Cs+]. Product: COC(=O)COc1cc(C)cc(Br)c1. Reaction SMILES: [Br:10][CH2:11][C:12](=[O:13])[O:14][CH3:15].[Br:1][c:2]1[cH:3][c:4]([OH:9])[cH:5][c:6]([CH3:8])[cH:7]1.[C:16](=[O:17])([O-:18])[O-:19].[CH3:22][C:23]#[N:24].[Cs+:20].[Cs+:21]>>[Br:1][c:2]1[cH:3][c:4]([O:9][CH2:11][C:12](=[O:13])[O:14][CH3:15])[cH:5][c:6]([CH3:8])[cH:7]1. The reactants are CC([O-])=S, CC(C)C(CI)C(=O)N1C(=O)OCC1Cc1ccccc1, CN(C)C=O, [K+], O. Yields the product CC(=O)SCC(C(=O)N1C(=O)OCC1Cc1ccccc1)C(C)C. RXN SMILES: [C:1]([CH3:2])(=[S:3])[O-:4].[CH2:6]([c:7]1[cH:8][cH:9][cH:10][cH:11][cH:12]1)[CH:13]1[N:14]([C:19]([CH:20]([CH:21]([CH3:22])[CH3:23])[CH2:24][I:25])=[O:26])[C:15](=[O:18])[O:16][CH2:17]1.[CH3:28][N:29]([CH3:30])[CH:31]=[O:32].[K+:5].[OH2:27]>>[C:1]([CH3:2])([S:3][CH2:24][CH:20]([C:19]([N:14]1[CH:13]([CH2:6][c:7]2[cH:8][cH:9][cH:10][cH:11][cH:12]2)[CH2:17][O:16][C:15]1=[O:18])=[O:26])[CH:21]([CH3:22])[CH3:23])=[O:4]. The reactants are [NH4+].[Cl-] (NH4Cl), ClC(C(=O)OCC)(F)F (ethyl chlorodifluoroacetate), C(C1=CC=CC=C1)[Mg]Cl (benzyl magnesium chloride). The solvent is CCOCC (ether), C1CCOC1 (THF). Run at time 2 hour. Yields the product ClC(C(=O)CC1=CC=CC=C1)(F)F (1-Chloro-1,1-difluoro-3-phenylacetone). As a reaction SMILES: [Cl:1][C:2]([F:9])([F:8])[C:3]([O:5]CC)=O.[CH2:10]([Mg]Cl)[C:11]1[CH:16]=[CH:15][CH:14]=[CH:13][CH:12]=1.[NH4+].[Cl-]>CCOCC.C1COCC1>[Cl:1][C:2]([F:8])([F:9])[C:3]([CH2:10][C:11]1[CH:16]=[CH:15][CH:14]=[CH:13][CH:12]=1)=[O:5] |f:2.3|. Procedure: A solution of 20 g of ethyl chlorodifluoroacetate in 150 ml ether was treated with one equivalent of benzyl magnesium chloride in 63 ml THF at -40° C. under nitrogen. After 2 hours, the reaction was poured into aqueous NH4Cl and extracted with ether. Evaporation and distillation (0.1 mm Hg) of the residue gave 24.8 g of an oil which was used directly. The reactants are CC1(OCC(CO1)(C(=O)O)C=1C=NC=CC1)C (2,2-dimethyl-5-(pyridin-3-yl)-1,3-dioxane-5-carboxylic acid), C(C1=CC=CC=C1)O (benzyl alcohol), C1(=CC=CC=C1)P(=O)(C1=CC=CC=C1)N=[N+]=[N-] (diphenylphosphoryl azide), C(O)([O-])=O.[Na+] (sodium hydrogen carbonate). Run in C(C)N(CC)CC (triethylamine), C1(=CC=CC=C1)C (toluene), C(C)(=O)OCC (ethyl acetate). Run at temperature 100 celsius, time 17 hour. The product is C(C1=CC=CC=C1)OC(NC1(COC(OC1)(C)C)C=1C=NC=CC1)=O (benzyl[2,2-dimethyl-5-(pyridin-3-yl)-1,3-dioxan-5-yl]carbamate). Reaction SMILES: [CH3:1][C:2]1([CH3:17])[O:7][CH2:6][C:5]([C:11]2[CH:12]=[N:13][CH:14]=[CH:15][CH:16]=2)(C(O)=O)[CH2:4][O:3]1.[CH2:18]([OH:25])[C:19]1[CH:24]=[CH:23][CH:22]=[CH:21][CH:20]=1.C1(P([N:40]=[N+]=[N-])(C2C=CC=CC=2)=O)C=CC=CC=1.[C:43](=[O:46])([O-])O.[Na+]>C(OCC)(=O)C.C(N(CC)CC)C.C1(C)C=CC=CC=1>[CH2:18]([O:25][C:43](=[O:46])[NH:40][C:5]1([C:11]2[CH:12]=[N:13][CH:14]=[CH:15][CH:16]=2)[CH2:4][O:3][C:2]([CH3:1])([CH3:17])[O:7][CH2:6]1)[C:19]1[CH:24]=[CH:23][CH:22]=[CH:21][CH:20]=1 |f:3.4|. Reported procedure: To 1.09 g of 2,2-dimethyl-5-(pyridin-3-yl)-1,3-dioxane-5-carboxylic acid were added 20 ml of toluene, 0.9 ml of triethylamine, 2.4 ml of benzyl alcohol, and 1.3 ml of diphenylphosphoryl azide, followed by stirring at 100° C. for 17 hours. After leaving to be cooled, to the reaction mixture were added a saturated aqueous sodium hydrogen carbonate solution and ethyl acetate to carry out a layer separation operation. The organic layer was washed with saturated brine and dried over anhydrous magnesi...